From a dataset of the Open Reaction Database (ORD), a public repository of structured organic reaction records. describe an organic reaction: reactants, conditions, products, and yield The reactants are C(C)(=O)NC1=CC=CC=C1 (Acetanilide), aromatic bromide, C([O-])([O-])=O.[K+].[K+] (potassium carbonate). Reagents/catalysts: [Cu](I)I (copper iodide). Run in C1(=CC=CC=C1)C (toluene). Reaction conditions: time 8 hour. Product: C1(=CC=CC=C1)NC1=CC=CC=C1 (diphenyl amine). Reaction SMILES: [C:1]([NH:4][C:5]1[CH:10]=[CH:9][CH:8]=[CH:7][CH:6]=1)(=O)[CH3:2].C(=O)([O-])[O-].[K+].[K+]>[Cu](I)I.C1(C)C=CC=CC=1>[C:1]1([NH:4][C:5]2[CH:10]=[CH:9][CH:8]=[CH:7][CH:6]=2)[CH:7]=[CH:6][CH:5]=[CH:10][CH:2]=1 |f:1.2.3|. Reported procedure: The acetanilide II (13.5 g), the particular aromatic bromide III (25 g), potassium carbonate (13.2 g) and copper iodide (1.9 g) were heated (190° C.) and stirred overnight. After cooling to room temperature toluene was added and the precipitate filtered. The solution was concentrated and the excess of bromide removed by distillation under reduced pressure. The residue was dissolved in ethanol (200 ml), potassium hydroxide (10.3 g) was added and the mixture refluxed overnight. Ethanol was evapora... Starting materials: solution, B(Br)(Br)Br (BBr3), ClC1=NC(=NC2=CC=CC(=C12)C)C1=C(C=CC=C1OC)F (4-chloro-2-(2-fluoro-6-methoxyphenyl)-methylquinazolin). The solvent is C(Cl)Cl (CH2Cl2), C(Cl)Cl (CH2Cl2). Reaction conditions: temperature -50 celsius, time 1.5 hour. The product is ClC1=NC(=NC2=CC(=CC=C12)C)C1=C(C=CC=C1F)O (2-(4-chloro-7-methylquinazolin-2-yl)-3-fluorophenol). The yield is 65.5%. RXN SMILES: [Cl:1][C:2]1[C:11]2[C:6](=[CH:7][CH:8]=[CH:9][C:10]=2[CH3:12])[N:5]=[C:4]([C:13]2[C:18]([O:19]C)=[CH:17][CH:16]=[CH:15][C:14]=2[F:21])[N:3]=1.B(Br)(Br)Br>C(Cl)Cl>[Cl:1][C:2]1[C:7]2[C:6](=[CH:11][C:10]([CH3:12])=[CH:9][CH:8]=2)[N:5]=[C:4]([C:13]2[C:14]([F:21])=[CH:15][CH:16]=[CH:17][C:18]=2[OH:19])[N:3]=1. Reported procedure: Under an N2 atmosphere, 4-chloro-2-(2-fluoro-6-methoxyphenyl)-methylquinazolin (7.0 g, 23.12 mmol) was dissolved in CH2Cl2 (110 mL) and cooled to −50° C. internal temperature using a dry ice/acetone bath. A 1.0 M solution of BBr3 in CH2Cl2 (115.6 mL, 115.6 mmol) was added dropwise via an addition funnel while maintaining the internal temperature at −50° C. The reaction mixture was allowed to warm to 0° C., and the reaction was complete after 1.5 h. It was then slowly quenched with saturated aque... As a reaction SMILES: [Cl:16][CH2:17][Cl:18].[O:19]=[Mn:20]=[O:21].[O:1]([c:2]1[cH:3][cH:4][cH:5][cH:6][cH:7]1)[c:8]1[c:9]([CH2:14][OH:15])[n:10][cH:11][cH:12][cH:13]1>>[O:1]([c:2]1[cH:3][cH:4][cH:5][cH:6][cH:7]1)[c:8]1[c:9]([CH:14]=[O:15])[n:10][cH:11][cH:12][cH:13]1. Starting materials: ClCCl, O=[Mn]=O, OCc1ncccc1Oc1ccccc1. Yields the product O=Cc1ncccc1Oc1ccccc1. The reactants are O=S(=O)(Cl)c1ccc(Br)cc1F, C1CCOC1, O, c1ccc(P(c2ccccc2)c2ccccc2)cc1. Product: Fc1cc(Br)ccc1S. Reaction SMILES: [Br:20][c:21]1[cH:22][c:23]([F:31])[c:24]([S:27]([Cl:28])(=[O:29])=[O:30])[cH:25][cH:26]1.[CH2:33]1[O:34][CH2:35][CH2:36][CH2:37]1.[OH2:32].[c:1]1([P:2]([c:3]2[cH:4][cH:5][cH:6][cH:7][cH:8]2)[c:9]2[cH:10][cH:11][cH:12][cH:13][cH:14]2)[cH:15][cH:16][cH:17][cH:18][cH:19]1>>[Br:20][c:21]1[cH:22][c:23]([F:31])[c:24]([SH:27])[cH:25][cH:26]1. Product: O1COC2=C1C=CC(=C2)C(CC)(C)SCC(=O)O ([{1-(1,3-Benzodioxol-5-yl)-1-methylpropyl}thio]acetic acid). Solvent: C1=CC=CC=C1 (benzene), C1=CC=CC=C1 (benzene). Reported procedure: 50 ml of benzene, 1.29 g of mercaptoacetic acid and a catalytic amount of p-toluenesulfonic acid monohydrate were added to 2.27 g of 2-(1,3-benzodioxol-5-yl)-2-butanol (crude oil). The obtained mixture was heated under reflux for 11 hours and cooled, followed by the addition of benzene. The obtained mixture was washed with water, followed by the addition of a 1N aqueous solution of sodium hydroxide. The alkaline layer was separated, washed with ethyl acetate, acidified with concentrated hydrochl... Reaction SMILES: [SH:1][CH2:2][C:3]([OH:5])=[O:4].O.C1(C)C=CC(S(O)(=O)=O)=CC=1.[O:18]1[C:22]2[CH:23]=[CH:24][C:25]([C:27](O)([CH2:29][CH3:30])[CH3:28])=[CH:26][C:21]=2[O:20][CH2:19]1>C1C=CC=CC=1>[O:18]1[C:22]2[CH:23]=[CH:24][C:25]([C:27]([S:1][CH2:2][C:3]([OH:5])=[O:4])([CH3:28])[CH2:29][CH3:30])=[CH:26][C:21]=2[O:20][CH2:19]1 |f:1.2|. Yield: 35.4%. Starting materials: SCC(=O)O (mercaptoacetic acid), O.C1(=CC=C(C=C1)S(=O)(=O)O)C (p-toluenesulfonic acid monohydrate), O1COC2=C1C=CC(=C2)C(C)(CC)O (2-(1,3-benzodioxol-5-yl)-2-butanol). The reactants are CC(=O)O, CC(=O)OC(C)=O, CC1CCCN1CCc1ccc(N)cc1, O. Yields the product CC(=O)Nc1ccc(CCN2CCCC2C)cc1. RXN SMILES: [C:24]([OH:25])(=[O:26])[CH3:27].[CH3:16][C:17](=[O:18])[O:19][C:20](=[O:21])[CH3:22].[CH3:1][CH:2]1[N:3]([CH2:7][CH2:8][c:9]2[cH:10][cH:11][c:12]([NH2:13])[cH:14][cH:15]2)[CH2:4][CH2:5][CH2:6]1.[OH2:23]>>[CH3:1][CH:2]1[N:3]([CH2:7][CH2:8][c:9]2[cH:10][cH:11][c:12]([NH:13][C:17]([CH3:16])=[O:18])[cH:14][cH:15]2)[CH2:4][CH2:5][CH2:6]1.